Dataset: the Open Reaction Database (ORD), a public repository of structured organic reaction records. Task: describe an organic reaction: reactants, conditions, products, and yield Reactants: C(CCC)[Li] (butyllithium), BrC1=C(C=C(CNC(=O)OC(C)(C)C)C=C1)F (4-bromo-N-(tert-butoxycarbonyl)-3-fluoro-benzylamine), CC(CC=O)(C)C (3,3-dimethylbutyraldehyde). Run in C(C)OCC (diethyl ether). Run at time 30 minute. Yields the product C(C)(C)(C)OC(=O)NCC1=CC(=C(C=C1)C(CC(C)(C)C)O)F (N-(tert-Butoxycarbonyl)-3-fluoro-4-(1-hydroxy-3,3-dimethyl-butyl)-benzylamine). Yield: 23.7%. RXN SMILES: C([Li])CCC.Br[C:7]1[CH:21]=[CH:20][C:10]([CH2:11][NH:12][C:13]([O:15][C:16]([CH3:19])([CH3:18])[CH3:17])=[O:14])=[CH:9][C:8]=1[F:22].[CH3:23][C:24]([CH3:29])([CH3:28])[CH2:25][CH:26]=[O:27]>C(OCC)C>[C:16]([O:15][C:13]([NH:12][CH2:11][C:10]1[CH:20]=[CH:21][C:7]([CH:26]([OH:27])[CH2:25][C:24]([CH3:29])([CH3:28])[CH3:23])=[C:8]([F:22])[CH:9]=1)=[O:14])([CH3:19])([CH3:18])[CH3:17]. Procedure: Add butyllithium (7.3 mL, 11.7 mmol) to a solution of 4-bromo-N-(tert-butoxycarbonyl)-3-fluoro-benzylamine (1.55 g, 5.1 mmol) in diethyl ether (54 mL) at −78° C. under nitrogen and stir for 30 min. Add 3,3-dimethylbutyraldehyde (562 mg, 0.7 mL, 5.6 mmol), stir for 30 min at −78° C. and then warm to room temperature. Add water and extract twice the aqueous phase with EtOAc. Dry the combined organic extracts over Na2SO4, filter and concentrate in vacuo. Purify by chromatography on silica gel eluti... Reactants: FC=1C=C2C=C(N(C2=CC1C(F)(F)F)S(=O)(=O)C)C(CSCC(F)(F)F)(CC)O (2-(5-fluoro-1-methanesulfonyl-6-trifluoromethyl-1H-indol-2-yl)-1-(2,2,2-trifluoro-ethylsulfanyl)-butan-2-ol), [OH-].[Na+] (sodium hydroxide). Yields the product FC=1C=C2C=C(NC2=CC1C(F)(F)F)C(CSCC(F)(F)F)(CC)O (2-(5-Fluoro-6-trifluoromethyl-1H-indol-2-yl)-1-(2,2,2-trifluoro-ethylsulfanyl)-butan-2-ol). As a reaction SMILES: [F:1][C:2]1[CH:3]=[C:4]2[C:8](=[CH:9][C:10]=1[C:11]([F:14])([F:13])[F:12])[N:7](S(C)(=O)=O)[C:6]([C:19]([OH:29])([CH2:27][CH3:28])[CH2:20][S:21][CH2:22][C:23]([F:26])([F:25])[F:24])=[CH:5]2.[OH-].[Na+]>>[F:1][C:2]1[CH:3]=[C:4]2[C:8](=[CH:9][C:10]=1[C:11]([F:13])([F:14])[F:12])[NH:7][C:6]([C:19]([OH:29])([CH2:27][CH3:28])[CH2:20][S:21][CH2:22][C:23]([F:25])([F:24])[F:26])=[CH:5]2 |f:1.2|. Procedure details: This compound was prepared using the general de-protection procedure as describe in General Procedures Example B, reacting 2-(5-fluoro-1-methanesulfonyl-6-trifluoromethyl-1H-indol-2-yl)-1-(2,2,2-trifluoro-ethylsulfanyl)-butan-2-ol (0.59 g, 1.26 mmol) and using 4N sodium hydroxide as base (1 mL, 4.0 mmol) to yield the title cmpound as a solid. Run in CO (methanol). Starting materials: NC(=C(C(=O)OCC)Cl)C(C)C (ethyl 3-amino-2-chloro-4-methyl-2-pentenoate), C(=O)N (formamide), C[O-].[Na+] (sodium methylate). The product is ClC=1C(=NC=NC1C(C)C)O (5-Chloro-4-hydroxy-6-isopropylpyrimidine). Reaction SMILES: [NH2:1][C:2]([CH:10]([CH3:12])[CH3:11])=[C:3]([Cl:9])[C:4](OCC)=[O:5].[CH:13]([NH2:15])=O.C[O-].[Na+]>CO>[Cl:9][C:3]1[C:4]([OH:5])=[N:15][CH:13]=[N:1][C:2]=1[CH:10]([CH3:12])[CH3:11] |f:2.3|. Reported procedure: 45.1 g (0.24 mol) of ethyl 3-amino-2-chloro-4-methyl-2-pentenoate are reacted with 36.8 g (0.59 mol) of formamide and 109 ml of sodium methylate solution in 130 ml of methanol and worked up in analogy to Example 9. Yield: 34.5 g (83.3%) Starting materials: O=C(OC(=O)C(F)(F)F)C(F)(F)F, O=C(O)CC(F)(F)C(=O)O. Product: O=C1CC(F)(F)C(=O)O1. As a reaction SMILES: [F:11][C:12]([F:13])([F:14])[C:15]([O:16][C:17](=[O:18])[C:19]([F:20])([F:21])[F:22])=[O:23].[F:1][C:2]([C:3](=[O:4])[OH:5])([CH2:6][C:7](=[O:8])[OH:9])[F:10]>>[F:1][C:2]1([F:10])[C:3](=[O:4])[O:8][C:7](=[O:9])[CH2:6]1. The reactants are CN(C)Cc1cccc(OCCCNc2nc(N)nn2C)c1, CC(=O)OC(C)=O, c1ccncc1. Product: CC(=O)Nc1nc(NCCCOc2cccc(CN(C)C)c2)n(C)n1. Reaction SMILES: [CH3:1][n:2]1[n:3][c:4]([NH2:22])[n:5][c:6]1[NH:7][CH2:8][CH2:9][CH2:10][O:11][c:12]1[cH:13][c:14]([CH2:18][N:19]([CH3:20])[CH3:21])[cH:15][cH:16][cH:17]1.[CH3:23][C:24](=[O:25])[O:26][C:27](=[O:28])[CH3:29].[cH:30]1[cH:31][cH:32][n:33][cH:34][cH:35]1>>[CH3:1][n:2]1[n:3][c:4]([NH:22][C:24]([CH3:23])=[O:25])[n:5][c:6]1[NH:7][CH2:8][CH2:9][CH2:10][O:11][c:12]1[cH:13][c:14]([CH2:18][N:19]([CH3:20])[CH3:21])[cH:15][cH:16][cH:17]1.